This data is from the Open Reaction Database (ORD), a public repository of structured organic reaction records. The task is: describe an organic reaction: reactants, conditions, products, and yield Starting materials: ClC1=C(C(=O)C2=C(C=CC(=C2)[N+](=O)[O-])N(C(CN2C(C3=CC=CC=C3C2=O)=O)=O)C=NNC(CN2C(C3=CC=CC=C3C2=O)=O)=O)C=CC=C1 (1,3-dioxo-2-isoindolineacetic acid, [[N-[2 -(o-chlorobenzoyl)-4-nitrophenyl]-1,3-dioxo-2-isoindolineacetamido]methylene]hydrazide), FC(C(=O)O)(F)F (trifluoracetic acid). Product: ClC1=C(C=CC=C1)C(C1=C(C=CC(=C1)[N+](=O)[O-])N1C(=NN=C1)CN1C(C=2C(C1=O)=CC=CC2)=O)=O (2'-chloro-5-nitro-2-[3-(phthalimidomethyl)-4 H-1,2,4-triazol-4-yl]benzophenone). Reaction SMILES: [Cl:1][C:2]1[CH:50]=[CH:49][CH:48]=[CH:47][C:3]=1[C:4]([C:6]1[CH:11]=[C:10]([N+:12]([O-:14])=[O:13])[CH:9]=[CH:8][C:7]=1[N:15]([CH:30]=[N:31][NH:32]C(=O)CN1C(=O)C2C(=CC=CC=2)C1=O)[C:16](=O)[CH2:17][N:18]1[C:26](=[O:27])[C:25]2[C:20](=[CH:21][CH:22]=[CH:23][CH:24]=2)[C:19]1=[O:28])=[O:5].FC(F)(F)C(O)=O>>[Cl:1][C:2]1[CH:50]=[CH:49][CH:48]=[CH:47][C:3]=1[C:4](=[O:5])[C:6]1[CH:11]=[C:10]([N+:12]([O-:14])=[O:13])[CH:9]=[CH:8][C:7]=1[N:15]1[CH:30]=[N:31][N:32]=[C:16]1[CH2:17][N:18]1[C:26](=[O:27])[C:25]2=[CH:24][CH:23]=[CH:22][CH:21]=[C:20]2[C:19]1=[O:28]. Reported procedure: In the manner given in Example 7, 1,3-dioxo-2-isoindolineacetic acid, [[N-[2 -(o-chlorobenzoyl)-4-nitrophenyl]-1,3-dioxo-2-isoindolineacetamido]methylene]hydrazide is heated to 100°-110°C with trifluoracetic acid to give 2'-chloro-5-nitro-2-[3-(phthalimidomethyl)-4 H-1,2,4-triazol-4-yl]benzophenone. The reactants are [OH-].[Na+] (Sodium hydroxide), COC(C1=C(C=CC(=C1)OCCCCCCCCCCCCCC)OCC1=CC=CC=C1)=O (2-(phenylmethoxy)-5-(tetradecyloxy)benzoic acid methyl ester). The product is C1(=CC=CC=C1)COC1=C(C(=O)O)C=C(C=C1)OCCCCCCCCCCCCCC (2-(phenylmethoxy)-5-(tetradecyloxy)benzoic acid). Yield: 94.0%. RXN SMILES: [OH-].[Na+].C[O:4][C:5](=[O:35])[C:6]1[CH:11]=[C:10]([O:12][CH2:13][CH2:14][CH2:15][CH2:16][CH2:17][CH2:18][CH2:19][CH2:20][CH2:21][CH2:22][CH2:23][CH2:24][CH2:25][CH3:26])[CH:9]=[CH:8][C:7]=1[O:27][CH2:28][C:29]1[CH:34]=[CH:33][CH:32]=[CH:31][CH:30]=1>>[C:29]1([CH2:28][O:27][C:7]2[CH:8]=[CH:9][C:10]([O:12][CH2:13][CH2:14][CH2:15][CH2:16][CH2:17][CH2:18][CH2:19][CH2:20][CH2:21][CH2:22][CH2:23][CH2:24][CH2:25][CH3:26])=[CH:11][C:6]=2[C:5]([OH:35])=[O:4])[CH:34]=[CH:33][CH:32]=[CH:31][CH:30]=1 |f:0.1|. Procedure: Sodium hydroxide hydrolysis of 2-(phenylmethoxy)-5-(tetradecyloxy)benzoic acid methyl ester under conditions described in Example 60 gave 2-(phenylmethoxy)-5-(tetradecyloxy)benzoic acid (94% yield, mp 73°-74°). Starting materials: C[O-], CO, CC(OC(=O)c1ccc([N+](=O)[O-])cc1)C1COCC(c2ccc(Cl)cc2)N1, [Na+]. The product is CC(O)C1COCC(c2ccc(Cl)cc2)N1. Reaction SMILES: [CH3:1][O-:2].[CH3:31][OH:32].[Cl:4][c:5]1[cH:6][cH:7][c:8]([CH:11]2[NH:12][CH:13]([CH:17]([CH3:18])[O:19][C:20](=[O:21])[c:22]3[cH:23][cH:24][c:25]([N+:26]([O-:27])=[O:28])[cH:29][cH:30]3)[CH2:14][O:15][CH2:16]2)[cH:9][cH:10]1.[Na+:3]>>[Cl:4][c:5]1[cH:6][cH:7][c:8]([CH:11]2[NH:12][CH:13]([CH:17]([CH3:18])[OH:19])[CH2:14][O:15][CH2:16]2)[cH:9][cH:10]1. The reactants are C[Si](CCS(=O)(=O)C1=CC=C(C=C1)N1C(=NC(=C1)C(F)(F)F)C=1C=NC=CC1)(C)C (3-[1-[4-[[2-(trimethylsilyl)ethyl]sulfonyl]phenyl]-4-(trifluoromethyl)-1H-imidazol-2-yl]pyridine), [N+](CCCC)(CCCC)(CCCC)CCCC.[F-] (n-Bu4NF), C(C)(=O)[O-].[Na+] (sodium acetate), NOS(=O)(=O)O (hydroxylamine-O-sulfonic acid). Run in C1CCOC1 (THF), O (water), O (Water), C(C)(=O)OCC (ethyl acetate). Reaction conditions: time 1 hour. Yields the product C[Si](CCS(=O)(=O)C1=CC=C(C=C1)N1C(=NC(=C1)C(F)(F)F)C=1C=NC=CC1)(C)C (3-[1-[4-[[2(Trimethylsilyl)ethyl]sulfonyl]phenyl]-4-(trifluoromethyl)-1H-imidazol -2-yl]pyridine), N1=CC(=CC=C1)C=1N(C=C(N1)C(F)(F)F)C1=CC=C(C=C1)S(=O)(=O)N (4-[2-(pyridin-3-yl)-4-(trifluoromethyl)-1H-imidazol-1-yl]benzenesulfonamide). The yield is 173.5%. As a reaction SMILES: [CH3:1][Si:2]([CH3:30])([CH3:29])[CH2:3][CH2:4][S:5]([C:8]1[CH:13]=[CH:12][C:11]([N:14]2[CH:18]=[C:17]([C:19]([F:22])([F:21])[F:20])[N:16]=[C:15]2[C:23]2[CH:24]=[N:25][CH:26]=[CH:27][CH:28]=2)=[CH:10][CH:9]=1)(=[O:7])=[O:6].[N+:31](CCCC)(CCCC)(CCCC)CCCC.[F-].C([O-])(=O)C.[Na+].NOS(O)(=O)=O>C1COCC1.O.C(OCC)(=O)C>[CH3:1][Si:2]([CH3:30])([CH3:29])[CH2:3][CH2:4][S:5]([C:8]1[CH:9]=[CH:10][C:11]([N:14]2[CH:18]=[C:17]([C:19]([F:20])([F:21])[F:22])[N:16]=[C:15]2[C:23]2[CH:24]=[N:25][CH:26]=[CH:27][CH:28]=2)=[CH:12][CH:13]=1)(=[O:6])=[O:7].[N:25]1[CH:26]=[CH:27][CH:28]=[C:23]([C:15]2[N:14]([C:11]3[CH:12]=[CH:13][C:8]([S:5]([NH2:31])(=[O:7])=[O:6])=[CH:9][CH:10]=3)[CH:18]=[C:17]([C:19]([F:22])([F:21])[F:20])[N:16]=2)[CH:24]=1 |f:1.2,3.4|. Procedure details: 3-[1-[4-[[2(Trimethylsilyl)ethyl]sulfonyl]phenyl]-4-(trifluoromethyl)-1H-imidazol -2-yl]pyridine was prepared from Example 30 with a method similar to that described in Example 48, Step 1. To a solution of 3-[1-[4-[[2-(trimethylsilyl)ethyl]sulfonyl]phenyl]-4-(trifluoromethyl)-1H-imidazol-2-yl]pyridine (0.200 g, 0.46 mmol) in 1.0 mL of dry THF was added n-Bu4NF (1.38 mL of 1.0H THF solution, 1.38 mmol). The mixture was heated to reflux for 1 hour and cooled to room temperature. A solution of sodi... Starting materials: ClC(Cl)(Cl)Cl, ClSc1ccc(Cl)cc1, [Fe], c1ccc(-c2cccs2)cc1. The product is Clc1ccc(Sc2ccc(-c3ccccc3)s2)cc1. Reaction SMILES: [C:21]([Cl:22])([Cl:23])([Cl:24])[Cl:25].[Cl:12][c:13]1[cH:14][cH:15][c:16]([S:19][Cl:20])[cH:17][cH:18]1.[Fe:26].[c:1]1(-[c:7]2[s:8][cH:9][cH:10][cH:11]2)[cH:2][cH:3][cH:4][cH:5][cH:6]1>>[c:1]1(-[c:7]2[s:8][c:9]([S:19][c:16]3[cH:15][cH:14][c:13]([Cl:12])[cH:18][cH:17]3)[cH:10][cH:11]2)[cH:2][cH:3][cH:4][cH:5][cH:6]1. Starting materials: [BH3-]C#N, CC(=O)[O-], CO, CC(=O)c1ccccc1-c1ccc(F)cc1F, [NH4+], [Na+]. The product is CC(N)c1ccccc1-c1ccc(F)cc1F. As a reaction SMILES: [C:23](#[N:24])[BH3-:25].[CH3:19][C:20](=[O:21])[O-:22].[CH3:27][OH:28].[F:1][c:2]1[c:3](-[c:9]2[c:10]([C:15]([CH3:16])=[O:17])[cH:11][cH:12][cH:13][cH:14]2)[cH:4][cH:5][c:6]([F:8])[cH:7]1.[NH4+:18].[Na+:26]>>[F:1][c:2]1[c:3](-[c:9]2[c:10]([CH:15]([CH3:16])[NH2:24])[cH:11][cH:12][cH:13][cH:14]2)[cH:4][cH:5][c:6]([F:8])[cH:7]1. Reactants: CC(C)(C)[Si](C)(C)N1C(=O)C(N=[N+]=[N-])C1CCO, ClCCl, O=[Cr](=O)=O, c1ccncc1. Yields the product CC(C)(C)[Si](C)(C)N1C(=O)C(N=[N+]=[N-])C1CC=O. RXN SMILES: [C:11]([CH3:12])([CH3:13])([CH3:14])[Si:15]([N:16]1[C:17](=[O:26])[CH:18]([N:23]=[N+:24]=[N-:25])[CH:19]1[CH2:20][CH2:21][OH:22])([CH3:27])[CH3:28].[CH2:29]([Cl:30])[Cl:31].[O:1]=[Cr:2](=[O:3])=[O:4].[cH:5]1[cH:6][cH:7][n:8][cH:9][cH:10]1>>[C:11]([CH3:12])([CH3:13])([CH3:14])[Si:15]([N:16]1[C:17](=[O:26])[CH:18]([N:23]=[N+:24]=[N-:25])[CH:19]1[CH2:20][CH:21]=[O:22])([CH3:27])[CH3:28].